Dataset: the Open Reaction Database (ORD), a public repository of structured organic reaction records. Task: describe an organic reaction: reactants, conditions, products, and yield The reactants are C(#N)C1=NC=CC=C1 (2-cyanopyridine), O1CCCC1 (tetrahydrofuran), Cl (hydrochloric acid), resultant mixture, resultant mixture, [OH-].[Na+] (sodium hydroxide). The reagents and catalysts are CC([O-])C.CC([O-])C.CC([O-])C.CC([O-])C.[Ti+4] (titanium tetraisopropoxide). Solvent: C(C)OCC (diethyl ether), C(C)[Mg]Br (ethyl magnesium bromide). Run at temperature -78 celsius, time 18 hour. The product is N1=C(C=CC=C1)C1(CC1)N (1-(2-pyridyl)cyclopropylamine). Reaction SMILES: [C:1]([C:3]1[CH:8]=[CH:7][CH:6]=[CH:5][N:4]=1)#[N:2].O1CC[CH2:11][CH2:10]1.Cl.[OH-].[Na+]>C(OCC)C.C([Mg]Br)C.CC(C)[O-].CC(C)[O-].CC(C)[O-].CC(C)[O-].[Ti+4]>[N:4]1[CH:5]=[CH:6][CH:7]=[CH:8][C:3]=1[C:1]1([NH2:2])[CH2:11][CH2:10]1 |f:3.4,7.8.9.10.11|. Procedure: In a nitrogen-atmosphere, to a solution of 1.0 g of 2-cyanopyridine and 3.0 g of titanium tetraisopropoxide in 14 mL of diethyl ether, 20 mL of ethyl magnesium bromide (in a 0.96 M tetrahydrofuran solution) was dropped while stirring the solution at −78° C. After the completion of the dropping, the resultant mixture was stirred at room temperature for 1 hour. Next, to the reaction mixture, 2.7 g of a trifluoroboron diethyl ether complex was added and the stirring of the reaction mixture was cont... Reactants: O=Cc1cc(Br)ccc1F, COC(=O)Cc1ccc(OC)c(O)c1. The product is COC(=O)Cc1ccc(OC)c(Oc2ccc(Br)cc2C=O)c1. As a reaction SMILES: [Br:15][c:16]1[cH:17][cH:18][c:19]([F:24])[c:20]([CH:21]=[O:22])[cH:23]1.[CH3:1][O:2][C:3]([CH2:4][c:5]1[cH:6][c:7]([OH:13])[c:8]([O:11][CH3:12])[cH:9][cH:10]1)=[O:14]>>[CH3:1][O:2][C:3]([CH2:4][c:5]1[cH:6][c:7]([O:13][c:19]2[cH:18][cH:17][c:16]([Br:15])[cH:23][c:20]2[CH:21]=[O:22])[c:8]([O:11][CH3:12])[cH:9][cH:10]1)=[O:14]. The reactants are C1(CCCC1)C=C(C1=CC=C(C=C1)S(=O)(=O)CCOCC)C1=CC=2C(=NC=CC2)N1 (2-{2-cyclopentyl-1-[4-(2-ethoxy-ethanesulfonyl)-phenyl]-vinyl}-1H-pyrrolo[2,3-b]pyridine). Reagents/catalysts: [Pd] (palladium on activated carbon). Run in CO (methanol). Run at temperature 50 celsius. The product is C1(CCCC1)CC(C1=CC=C(C=C1)S(=O)(=O)CCOCC)C1=CC=2C(=NC=CC2)N1 (2-{2-cyclopentyl-1-[4-(2-ethoxy-ethanesulfonyl)-phenyl]-ethyl}-1H-pyrrolo[2,3-b]pyridine). Isolated yield 75.2%. Reaction SMILES: [CH:1]1([CH:6]=[C:7]([C:22]2[NH:30][C:25]3=[N:26][CH:27]=[CH:28][CH:29]=[C:24]3[CH:23]=2)[C:8]2[CH:13]=[CH:12][C:11]([S:14]([CH2:17][CH2:18][O:19][CH2:20][CH3:21])(=[O:16])=[O:15])=[CH:10][CH:9]=2)[CH2:5][CH2:4][CH2:3][CH2:2]1>[Pd].CO>[CH:1]1([CH2:6][CH:7]([C:22]2[NH:30][C:25]3=[N:26][CH:27]=[CH:28][CH:29]=[C:24]3[CH:23]=2)[C:8]2[CH:13]=[CH:12][C:11]([S:14]([CH2:17][CH2:18][O:19][CH2:20][CH3:21])(=[O:15])=[O:16])=[CH:10][CH:9]=2)[CH2:5][CH2:4][CH2:3][CH2:2]1. Reported procedure: A mixture of 2-{2-cyclopentyl-1-[4-(2-ethoxy-ethanesulfonyl)-phenyl]-vinyl}-1H-pyrrolo[2,3-b]pyridine (900 mg, 2.12 mmol) and 10% palladium on activated carbon (270 mg) in methanol (300 mL) was heated at 50° C. under hydrogen (50 psi) for 16 h. The mixture was cooled to 25° C., the solids filtered off, washed with ethyl acetate and concentrated in vacuo. Purification using a Waters automated flash system (column: Xterra 30 mm×100 mm, sample manager 2767, pump 2525, detector: ZQ mass and UV 2487,... Yields the product NC=1C2=C(N=CN1)N(C=C2C#CC2=CC(=CC(=C2)OC)OC)[C@H]2C[C@H](N(C2)C(=O)OC(C)(C)C)C(=O)OC ((2S,4S)-1-tert-butyl 2-methyl 4-(4-amino-5-((3,5-dimethoxyphenyl)ethynyl)-7H-pyrrolo[2,3-d]pyrimidin-7-yl)pyrrolidine-1,2-dicarboxylate). RXN SMILES: [CH3:1][O:2][C:3]1[CH:4]=[C:5]([C:11]#[C:12][C:13]2[C:21]3[C:20]([NH2:22])=[N:19][CH:18]=[N:17][C:16]=3[NH:15][CH:14]=2)[CH:6]=[C:7]([O:9][CH3:10])[CH:8]=1.[CH3:23][O:24][C:25]([C@@H:27]1[CH2:31][C@@H:30](OS(C)(=O)=O)[CH2:29][N:28]1[C:37]([O:39][C:40]([CH3:43])([CH3:42])[CH3:41])=[O:38])=[O:26].[H-].[Na+].COC1C=C(C#CC2C3C(=NC=NC=3N)NN=2)C=C(OC)C=1.CS(OC1CCN(C(OC(C)(C)C)=O)C1)(=O)=O.C(=O)([O-])[O-].[K+].[K+]>CN(C=O)C.CN1C(=O)CCC1>[NH2:22][C:20]1[C:21]2[C:13]([C:12]#[C:11][C:5]3[CH:6]=[C:7]([O:9][CH3:10])[CH:8]=[C:3]([O:2][CH3:1])[CH:4]=3)=[CH:14][N:15]([C@@H:30]3[CH2:29][N:28]([C:37]([O:39][C:40]([CH3:43])([CH3:42])[CH3:41])=[O:38])[C@H:27]([C:25]([O:24][CH3:23])=[O:26])[CH2:31]3)[C:16]=2[N:17]=[CH:18][N:19]=1 |f:2.3,6.7.8|. Reactants: COC=1C=C(C=C(C1)OC)C#CC1=CNC=2N=CN=C(C21)N (5-((3,5-dimethoxyphenyl)ethynyl)-7H-pyrrolo[2,3-d]pyrimidin-4-amine), CS(=O)(=O)OC1CN(CC1)C(=O)OC(C)(C)C (tert-butyl 3-(methylsulfonyloxy)pyrrolidine-1-carboxylate), COC=1C=C(C=C(C1)OC)C#CC1=NNC2=NC=NC(=C21)N (3-((3,5-dimethoxyphenyl)ethynyl)-1H-pyrazolo[3,4-d]pyrimidin-4-amine), COC(=O)[C@H]1N(C[C@@H](C1)OS(=O)(=O)C)C(=O)OC(C)(C)C ((2S,4R)-4-(methylsulfonyloxy)-pyrrolidine-1,2-dicarboxylic acid 1-tert-butylester-2-methylester), [H-].[Na+] (sodium hydride), C([O-])([O-])=O.[K+].[K+] (potassium carbonate). Procedure details: In accordance with Example 1 (Step 3), except that the 5-((3,5-dimethoxyphenyl)ethynyl)-7H-pyrrolo[2,3-d]pyrimidin-4-amine obtained in Step 4, the (2S,4R)-4-(methylsulfonyloxy)-pyrrolidine-1,2-dicarboxylic acid 1-tert-butylester-2-methylester obtained in Step 5, sodium hydride, and NMP were individually used in place of 3-((3,5-dimethoxyphenyl)ethynyl)-1H-pyrazolo[3,4-d]pyrimidin-4-amine, tert-butyl 3-(methylsulfonyloxy)pyrrolidine-1-carboxylate, potassium carbonate, and DMF, the title compound ... The solvent is CN1CCCC1=O (NMP), CN(C)C=O (DMF). Reactants: COc1cc(C(=O)O)ccc1N1C(=O)OCC1C, Cc1cnc(N2CCNCC2)c(C)c1, Cl. The product is COc1cc(C(=O)N2CCN(c3ncc(C)cc3C)CC2)ccc1N1C(=O)OCC1C, Cl. Reaction SMILES: [CH3:1][O:2][c:3]1[cH:4][c:5]([C:6](=[O:7])[OH:8])[cH:9][cH:10][c:11]1[N:12]1[C:13](=[O:18])[O:14][CH2:15][CH:16]1[CH3:17].[CH3:20][c:21]1[c:22]([N:28]2[CH2:29][CH2:30][NH:31][CH2:32][CH2:33]2)[n:23][cH:24][c:25]([CH3:27])[cH:26]1.[ClH:19]>>[CH3:1][O:2][c:3]1[cH:4][c:5]([C:6](=[O:8])[N:31]2[CH2:30][CH2:29][N:28]([c:22]3[c:21]([CH3:20])[cH:26][c:25]([CH3:27])[cH:24][n:23]3)[CH2:33][CH2:32]2)[cH:9][cH:10][c:11]1[N:12]1[C:13](=[O:18])[O:14][CH2:15][CH:16]1[CH3:17].[ClH:19]. As a reaction SMILES: [CH3:27][O:28][c:29]1[cH:30][cH:31][c:32]([CH2:33][NH2:34])[cH:35][cH:36]1.[CH3:37][N:38]1[CH2:39][CH2:40][CH2:41][C:42]1=[O:43].[F:1][c:2]1[cH:3][cH:4][c:5]2[c:6]([n:7]1)[n:8]([CH2:18][c:19]1[cH:20][cH:21][c:22]([O:25][CH3:26])[cH:23][cH:24]1)[n:9][c:10]2[C:11](=[O:12])[O:13][C:14]([CH3:15])([CH3:16])[CH3:17].[OH2:44]>>[c:2]1([NH:34][CH2:33][c:32]2[cH:31][cH:30][c:29]([O:28][CH3:27])[cH:36][cH:35]2)[cH:3][cH:4][c:5]2[c:6]([n:7]1)[n:8]([CH2:18][c:19]1[cH:20][cH:21][c:22]([O:25][CH3:26])[cH:23][cH:24]1)[n:9][c:10]2[C:11](=[O:12])[O:13][C:14]([CH3:15])([CH3:16])[CH3:17]. The product is COc1ccc(CNc2ccc3c(C(=O)OC(C)(C)C)nn(Cc4ccc(OC)cc4)c3n2)cc1. Reactants: COc1ccc(CN)cc1, CN1CCCC1=O, COc1ccc(Cn2nc(C(=O)OC(C)(C)C)c3ccc(F)nc32)cc1, O.